From a dataset of the Open Reaction Database (ORD), a public repository of structured organic reaction records. describe an organic reaction: reactants, conditions, products, and yield The reactants are CO, Cl, OCC1CN(Cc2ccccc2)CC1CO. Product: OCC1CNCC1CO. As a reaction SMILES: [CH3:18][OH:19].[ClH:17].[c:1]1([CH2:2][N:8]2[CH2:9][CH:10]([CH2:15][OH:16])[CH:11]([CH2:13][OH:14])[CH2:12]2)[cH:3][cH:4][cH:5][cH:6][cH:7]1>>[NH:8]1[CH2:9][CH:10]([CH2:15][OH:16])[CH:11]([CH2:13][OH:14])[CH2:12]1. Starting materials: CCOP(=O)(OCC)C(F)(F)c1cc2nc(C=NO)ccc2cc1Br, ClC(Cl)(Cl)Cl, CC#N, c1ccc(P(c2ccccc2)c2ccccc2)cc1. Yields the product CCOP(=O)(OCC)C(F)(F)c1cc2nc(C#N)ccc2cc1Br. Reaction SMILES: [Br:1][c:2]1[cH:3][c:4]2[cH:5][cH:6][c:7]([CH:23]=[N:24][OH:25])[n:8][c:9]2[cH:10][c:11]1[C:12]([F:13])([F:14])[P:15]([O:16][CH2:17][CH3:18])([O:19][CH2:20][CH3:21])=[O:22].[C:45]([Cl:46])([Cl:47])([Cl:48])[Cl:49].[CH3:50][C:51]#[N:52].[c:26]1([P:27]([c:28]2[cH:29][cH:30][cH:31][cH:32][cH:33]2)[c:34]2[cH:35][cH:36][cH:37][cH:38][cH:39]2)[cH:40][cH:41][cH:42][cH:43][cH:44]1>>[Br:1][c:2]1[cH:3][c:4]2[cH:5][cH:6][c:7]([C:23]#[N:24])[n:8][c:9]2[cH:10][c:11]1[C:12]([F:13])([F:14])[P:15]([O:16][CH2:17][CH3:18])([O:19][CH2:20][CH3:21])=[O:22]. RXN SMILES: [ClH:27].[F:1][c:2]1[cH:3][cH:4][c:5](-[c:8]2[cH:9][c:10]([C:21](=[O:22])[O:23][CH3:24])[cH:11][n:12]([CH:15]([CH3:16])[C:17]([CH3:18])([CH3:19])[OH:20])[c:13]2=[O:14])[cH:6][cH:7]1.[Na+:26].[O:28]1[CH2:29][CH2:30][CH2:31][CH2:32]1.[OH-:25].[OH2:33]>>[Cl-:27].[F:1][c:2]1[cH:3][cH:4][c:5](-[c:8]2[cH:9][c:10]([C:21](=[O:22])[OH:23])[cH:11][n:12]([CH:15]([CH3:16])[C:17]([CH3:18])([CH3:19])[OH:20])[c:13]2=[O:14])[cH:6][cH:7]1.[Na+:26]. The product is [Cl-], CC(n1cc(C(=O)O)cc(-c2ccc(F)cc2)c1=O)C(C)(C)O, [Na+]. The reactants are Cl, COC(=O)c1cc(-c2ccc(F)cc2)c(=O)n(C(C)C(C)(C)O)c1, [Na+], C1CCOC1, [OH-], O. Reactants: COCN(c1cc(Cl)cnc1C(=O)c1ccccc1Br)S(=O)(=O)c1ccc(Cl)c(C(F)(F)F)c1, Cl, C1COCCO1, O. The product is O=C(c1ccccc1Br)c1ncc(Cl)cc1NS(=O)(=O)c1ccc(Cl)c(C(F)(F)F)c1. As a reaction SMILES: [Br:1][c:2]1[c:3]([C:4](=[O:5])[c:6]2[n:7][cH:8][c:9]([Cl:30])[cH:10][c:11]2[N:12]([S:13](=[O:14])(=[O:15])[c:16]2[cH:17][c:18]([C:23]([F:24])([F:25])[F:26])[c:19]([Cl:22])[cH:20][cH:21]2)[CH2:27][O:28][CH3:29])[cH:31][cH:32][cH:33][cH:34]1.[ClH:36].[O:37]1[CH2:38][CH2:39][O:40][CH2:41][CH2:42]1.[OH2:35]>>[Br:1][c:2]1[c:3]([C:4](=[O:5])[c:6]2[n:7][cH:8][c:9]([Cl:30])[cH:10][c:11]2[NH:12][S:13](=[O:14])(=[O:15])[c:16]2[cH:17][c:18]([C:23]([F:24])([F:25])[F:26])[c:19]([Cl:22])[cH:20][cH:21]2)[cH:31][cH:32][cH:33][cH:34]1. Reactants: ClC=1C=C(C=CC1Cl)C(C(=O)OCC)(CCO)O (ethyl 2-(3,4-dichlorophenyl)-2,4-dihydroxybutanoate), S(=O)(=O)(C1=CC=C(C)C=C1)Cl (tosyl chloride), N12CCCCCC2=NCCC1 (1,8-diazabicyclo[5.4.0]undec-7-ene). Run in C(Cl)Cl (CH2Cl2). Reaction conditions: time 8 hour. Yields the product ClC=1C=C(C=CC1Cl)C(C(=O)OCC)(CCOS(=O)(=O)C1=CC=C(C)C=C1)O (ethyl 2-(3,4-dichlorophenyl)-2-hydroxy-4-(tosyloxy)butanoate). Isolated yield 25.0%. RXN SMILES: [Cl:1][C:2]1[CH:3]=[C:4]([C:9]([OH:18])([CH2:15][CH2:16][OH:17])[C:10]([O:12][CH2:13][CH3:14])=[O:11])[CH:5]=[CH:6][C:7]=1[Cl:8].[S:19](Cl)([C:22]1[CH:28]=[CH:27][C:25]([CH3:26])=[CH:24][CH:23]=1)(=[O:21])=[O:20].N12CCCN=C1CCCCC2>C(Cl)Cl>[Cl:1][C:2]1[CH:3]=[C:4]([C:9]([OH:18])([CH2:15][CH2:16][O:17][S:19]([C:22]2[CH:28]=[CH:27][C:25]([CH3:26])=[CH:24][CH:23]=2)(=[O:21])=[O:20])[C:10]([O:12][CH2:13][CH3:14])=[O:11])[CH:5]=[CH:6][C:7]=1[Cl:8]. Procedure: To the solution of Example 135C (8.8 g, 30 mmol) in CH2Cl2 was added tosyl chloride (2 equivalents) and 1,8-diazabicyclo[5.4.0]undec-7-ene (2.5 equivalents) and the mixture stirred overnight at room temperature. Purification by column chromatography on silica gel provided title compound (3.3 g, 25%). The reactants are C(C)(=O)OCC (ethyl acetate), ClCC1=C(C=CC=C1)C(C(=O)N)=O (2-(2-chloromethylphenyl)-2-oxoacetamide), C(C)(=O)[O-].[K+] (potassium acetate), CN(C=O)C (N,N-dimethylformamide). Reagents/catalysts: [I-].[K+] (potassium iodide). Solvent: CCOCC (ether). Reaction conditions: time 24 hour. Yields the product C(C)(=O)OCC1=C(C=CC=C1)C(C(=O)N)=O (2-(2-acetoxymethylphenyl)-2-oxoacetamide). Yield: 68.6%. RXN SMILES: Cl[CH2:2][C:3]1[CH:8]=[CH:7][CH:6]=[CH:5][C:4]=1[C:9](=[O:13])[C:10]([NH2:12])=[O:11].[C:14]([O-:17])(=[O:16])[CH3:15].[K+].CN(C)C=O.C(OCC)(=O)C>[I-].[K+].CCOCC>[C:14]([O:17][CH2:2][C:3]1[CH:8]=[CH:7][CH:6]=[CH:5][C:4]=1[C:9](=[O:13])[C:10]([NH2:12])=[O:11])(=[O:16])[CH3:15] |f:1.2,5.6|. Reported procedure: A mixture of 2-(2-chloromethylphenyl)-2-oxoacetamide (3.41 g), potassium acetate (2.03 g), potassium iodide (0.14 g) and N,N-dimethylformamide (35 ml) was stirred at room temperature for 24 hours. To the reaction mixture was added a mixed solution (about 300 ml) of ethyl acetate and ether in a mixing ratio of about 1:1. The mixture was washed with water twice and saturated brine once. The resulting organic layer was dried over anhydrous sodium sulfate, and the solvent was evaporated under reduce... Procedure details: A mixture of 2.40 g (0.012 mol) of 4-(4-Hydroxy-cyclohexyl)-phenol obtained in Step 1, 11.76 (0.037 mol) of 1,11-Dibromoundecane, 5.17 g (0.037 mol) of K2CO3 and 40 mL of dry butanone is refluxed for 24 h, then allowed to return to room temperature. The reaction mixture is filtered off and the butanone is distilled off under reduced pressure. The crude product is purified by recrystallisation from ethanol to give a pure product as a white solid (4.34 g, 85% yield). Yields the product BrCCCCCCCCCCCOC1=CC=C(C=C1)C1CCC(CC1)O (4-[4-(11-Bromo-undecyloxy)-phenyl]-cyclohexanol). Yield: 85.0%. Reactants: OC1CCC(CC1)C1=CC=C(C=C1)O (4-(4-Hydroxy-cyclohexyl)-phenol), 11.76, BrCCCCCCCCCCCBr (1,11-Dibromoundecane), C(=O)([O-])[O-].[K+].[K+] (K2CO3). Reaction SMILES: [OH:1][CH:2]1[CH2:7][CH2:6][CH:5]([C:8]2[CH:13]=[CH:12][C:11]([OH:14])=[CH:10][CH:9]=2)[CH2:4][CH2:3]1.[Br:15][CH2:16][CH2:17][CH2:18][CH2:19][CH2:20][CH2:21][CH2:22][CH2:23][CH2:24][CH2:25][CH2:26]Br.C([O-])([O-])=O.[K+].[K+]>CC(=O)CC>[Br:15][CH2:16][CH2:17][CH2:18][CH2:19][CH2:20][CH2:21][CH2:22][CH2:23][CH2:24][CH2:25][CH2:26][O:14][C:11]1[CH:10]=[CH:9][C:8]([CH:5]2[CH2:4][CH2:3][CH:2]([OH:1])[CH2:7][CH2:6]2)=[CH:13][CH:12]=1 |f:2.3.4|. Run in CC(CC)=O (butanone).